This data is from the Open Reaction Database (ORD), a public repository of structured organic reaction records. The task is: describe an organic reaction: reactants, conditions, products, and yield The reactants are ClC=1C=C(C=C(C1)Cl)NC(C)C(=O)O (N-(3,5-dichlorophenyl)-D,L-alanine), C1(=CC=CC=C1)[C@H](N)CO ((S)-(+)-2-phenylglycinol). Yields the product ClC=1C=C(C=C(C1)Cl)NC(C)C(=O)N[C@H](CO)C1=CC=CC=C1 (N-[-N-(3,5-dichlorophenyl)-D,L-alanyl]-(S)-2-amino-2-phenylethanol). RXN SMILES: [Cl:1][C:2]1[CH:3]=[C:4]([NH:9][CH:10]([C:12]([OH:14])=O)[CH3:11])[CH:5]=[C:6]([Cl:8])[CH:7]=1.[C:15]1([C@@H:21]([CH2:23][OH:24])[NH2:22])[CH:20]=[CH:19][CH:18]=[CH:17][CH:16]=1>>[Cl:8][C:6]1[CH:5]=[C:4]([NH:9][CH:10]([C:12]([NH:22][C@@H:21]([C:15]2[CH:20]=[CH:19][CH:18]=[CH:17][CH:16]=2)[CH2:23][OH:24])=[O:14])[CH3:11])[CH:3]=[C:2]([Cl:1])[CH:7]=1. Procedure: Following General Procedure E and using N-(3,5-dichlorophenyl)-D,L-alanine (from Example B above) and (S)-(+)-2-phenylglycinol (Aldrich), the title compound could be prepared. Reactants: Cl.C(C1=CC=CC=C1)NCC1(CCCC2=CC=C(C=C12)OC)O (1-benzylaminomethyl-7-methoxy-1,2,3,4-tetrahydro-1-naphthalenol hydrochloride), C(=O)[O-].[NH4+] (ammonium formate). The reagents and catalysts are [Pd] (palladium on carbon). The solvent is CO (methanol). The product is NCC1(CCCC2=CC=C(C=C12)OC)O (1-aminomethyl-7-methoxy-1,2,3,4-tetrahydro-1-naphthalenol). The yield is 99.8%. Reaction SMILES: Cl.C([NH:9][CH2:10][C:11]1([OH:23])[C:20]2[C:15](=[CH:16][CH:17]=[C:18]([O:21][CH3:22])[CH:19]=2)[CH2:14][CH2:13][CH2:12]1)C1C=CC=CC=1.C([O-])=O.[NH4+]>[Pd].CO>[NH2:9][CH2:10][C:11]1([OH:23])[C:20]2[C:15](=[CH:16][CH:17]=[C:18]([O:21][CH3:22])[CH:19]=2)[CH2:14][CH2:13][CH2:12]1 |f:0.1,2.3|. Procedure: A suspension of 1-benzylaminomethyl-7-methoxy-1,2,3,4-tetrahydro-1-naphthalenol hydrochloride (45.00 g), ammonium formate (25.50 g), and 10% palladium on carbon (50% wet, 4.5 g) in methanol was refluxed for 40 minutes. After cooling, the catalyst was removed by filtration and the filtrate was evaporated in vacuo. Water (45 ml), 1N hydrochloric acid (90 ml) and diethyl ether (120 ml) were added to the residue and the aqueous layer was separated. The aqueous layer was made alkaline with 5N aqueous...